From a dataset of the Open Reaction Database (ORD), a public repository of structured organic reaction records. describe an organic reaction: reactants, conditions, products, and yield Starting materials: C(C)(C)(C)OC(=O)N1[C@@H](CC(C1)=NOC)C(=O)O ((2S,4EZ)-1-(tert-butoxycarbonyl)-4-(methoxyimino)-2-pyrrolidinecarboxylic acid), C=1(C(=CC=CC1)C(=O)Cl)C1=CC=CC=C1 ([1,1′-biphenyl]carbonyl chloride), NCCC(=O)N (3-aminopropanamide). Yields the product NC(CCNC(=O)[C@H]1N(CC(C1)=NOC)C(=O)C1=CC=C(C=C1)C1=CC=CC=C1)=O ((2S,4EZ)-N-(3-amino-3-oxopropyl)-1-([1,1′-biphenyl]-4-ylcarbonyl)-4-(methoxyimino)-2-pyrrolidinecarboxamide). Reported procedure: Following the general method as outlined in Example 22, starting from (2S,4EZ)-1-(tert-butoxycarbonyl)-4-(methoxyimino)-2-pyrrolidinecarboxylic acid, [1,1′-biphenyl]carbonyl chloride, and 3-aminopropanamide, the title compound was obtained in 71% purity by HPLC. MS(ESI+): m/z=409. RXN SMILES: C(O[C:6]([N:8]1[CH2:12][C:11](=[N:13][O:14][CH3:15])[CH2:10][C@H:9]1[C:16]([OH:18])=O)=[O:7])(C)(C)C.[C:19]1([C:28]2[CH:33]=[CH:32][CH:31]=[CH:30][CH:29]=2)[C:20](C(Cl)=O)=[CH:21][CH:22]=[CH:23][CH:24]=1.[NH2:34][CH2:35][CH2:36][C:37]([NH2:39])=[O:38]>>[NH2:39][C:37](=[O:38])[CH2:36][CH2:35][NH:34][C:16]([C@@H:9]1[CH2:10][C:11](=[N:13][O:14][CH3:15])[CH2:12][N:8]1[C:6]([C:31]1[CH:30]=[CH:29][C:28]([C:19]2[CH:24]=[CH:23][CH:22]=[CH:21][CH:20]=2)=[CH:33][CH:32]=1)=[O:7])=[O:18]. Starting materials: BrC=1C=C(C=CC1)C1=CC2=CC=CC=C2C=C1 (2-(3-bromophenyl)naphthalene), ice water, [Mg] (magnesium), C1(C=2C(C(=O)O1)=CC=CC2)=O (phthalic anhydride), Cl (hydrochloric acid). Run in CCOCC (ether), CCOCC (ether), C1=CC=CC=C1 (benzene). Run at time 1 hour. Product: C1(=CC=CC=C1)C=1C=C(C(=O)C2=C(C(=O)O)C=CC=C2)C=CC1 (2-(3-phenylbenzoyl)benzoic acid). Yield: 80.1%. Reaction SMILES: [Mg].Br[C:3]1[CH:4]=[C:5]([C:9]2[CH:18]=[CH:17][C:16]3[C:11](=CC=CC=3)[CH:10]=2)[CH:6]=[CH:7][CH:8]=1.[C:19]1(=[O:29])[O:24][C:22](=[O:23])[C:21]2=[CH:25][CH:26]=[CH:27][CH:28]=[C:20]12.Cl>CCOCC.C1C=CC=CC=1>[C:5]1([C:9]2[CH:18]=[C:17]([CH:16]=[CH:11][CH:10]=2)[C:22]([C:21]2[CH:25]=[CH:26][CH:27]=[CH:28][C:20]=2[C:19]([OH:24])=[O:29])=[O:23])[CH:6]=[CH:7][CH:8]=[CH:3][CH:4]=1. Procedure details: Under an argon atmosphere, 132 g of magnesium were dispersed in 500 mL of ether. A solution of 142 g of 2-(3-bromophenyl)naphthalene in 500 mL of ether was added to the dispersion, and then the mixture was stirred at room temperature for 1 hour. A solution of 74 g of phthalic anhydride in 150 mL of benzene was added to the mixture, and then the resultant reaction solution was stirred for 3 hours under reflux. After having been cooled to room temperature, the reaction solution was poured into ice... The reactants are N1C=NC=C1 (imidazole), C1=CC(=CC=C1C(=O)CCCCl)Cl (γ,p-dichlorobutyrophenone). Solvent: CN(C=O)C (dimethylformamide). The product is ClC1=CC=C(C=C1)C(CCCN1C=NC=C1)=O (1-[4-(4-chlorophenyl)butan-4-onyl]imidazole). Reaction SMILES: [NH:1]1[CH:5]=[CH:4][N:3]=[CH:2]1.[CH:6]1[C:11]([C:12]([CH2:14][CH2:15][CH2:16]Cl)=[O:13])=[CH:10][CH:9]=[C:8]([Cl:18])[CH:7]=1>CN(C)C=O>[Cl:18][C:8]1[CH:7]=[CH:6][C:11]([C:12](=[O:13])[CH2:14][CH2:15][CH2:16][N:1]2[CH:5]=[CH:4][N:3]=[CH:2]2)=[CH:10][CH:9]=1. Procedure details: To a 0° C. slurry of 10.5 g. of imidazole in 15 ml. dry dimethylformamide was added 6.5 g. of γ,p-dichlorobutyrophenone and the mixture was stirred overnight at room temperature then one day at 60° C. The above solution was poured into 400 ml. of water and extracted three times with ethyl acetate. The combined extracts were washed with water, dried over magnesium sulfate and the solvent evaporated to afford 1-[4-(4-chlorophenyl)butan-4-onyl]imidazole, which was used in the next step. This materi... Reactants: O1C(=CC=C1)C1=C(C=NN1C)C#N (5-(2-furyl)-1-methylpyrazole-4-carbonitrile), C(C)(=O)OC(C)=O (acetic anhydride), [N+](=O)(O)[O-] (nitric acid). Product: CN1N=CC(=C1C=1OC(=CC1)[N+](=O)[O-])C#N (1-methyl-5-(5-nitro-2-furyl)pyrazole-4-carbonitrile). RXN SMILES: [O:1]1[CH:5]=[CH:4][CH:3]=[C:2]1[C:6]1[N:10]([CH3:11])[N:9]=[CH:8][C:7]=1[C:12]#[N:13].C(OC(=O)C)(=O)C.[N+:21]([O-])([OH:23])=[O:22]>>[CH3:11][N:10]1[C:6]([C:2]2[O:1][C:5]([N+:21]([O-:23])=[O:22])=[CH:4][CH:3]=2)=[C:7]([C:12]#[N:13])[CH:8]=[N:9]1. Procedure: Following the procedure of Example 21, react 1.3 g of 5-(2-furyl)-1-methylpyrazole-4-carbonitrile [German Offenlegungsschrift (DOS) 1,809,386] with 11.5 ml of acetic anhydride and 3 ml of 65% nitric acid to obtain 1-methyl-5-(5-nitro-2-furyl)pyrazole-4-carbonitrile [m.p. 149.5° to 151.5° C]. Starting materials: CC(C)(C)OC(=O)N1CCC(Oc2ccc(C#N)cn2)CC1, O=C([O-])[O-], CS(C)=O, [K+], [K+], OO. The product is CC(C)(C)OC(=O)N1CCC(Oc2ccc(C(N)=O)cn2)CC1. RXN SMILES: [C:1]([CH3:2])([CH3:3])([CH3:4])[O:5][C:6](=[O:7])[N:8]1[CH2:9][CH2:10][CH:11]([O:14][c:15]2[n:16][cH:17][c:18]([C:21]#[N:22])[cH:19][cH:20]2)[CH2:12][CH2:13]1.[C:23]([O-:24])(=[O:25])[O-:26].[CH3:31][S:32]([CH3:33])=[O:34].[K+:27].[K+:28].[OH:29][OH:30]>>[C:1]([CH3:2])([CH3:3])([CH3:4])[O:5][C:6](=[O:7])[N:8]1[CH2:9][CH2:10][CH:11]([O:14][c:15]2[n:16][cH:17][c:18]([C:21]([NH2:22])=[O:24])[cH:19][cH:20]2)[CH2:12][CH2:13]1.